From a dataset of the Open Reaction Database (ORD), a public repository of structured organic reaction records. describe an organic reaction: reactants, conditions, products, and yield Starting materials: O=S(=O)(Cl)c1ccc(Br)cc1, NCCCCCCCC(=O)O, [Na+], [OH-]. Yields the product O=C(O)CCCCCCCNS(=O)(=O)c1ccc(Br)cc1. As a reaction SMILES: [Br:12][c:13]1[cH:14][cH:15][c:16]([S:19](=[O:20])(=[O:21])[Cl:22])[cH:17][cH:18]1.[NH2:1][CH2:2][CH2:3][CH2:4][CH2:5][CH2:6][CH2:7][CH2:8][C:9](=[O:10])[OH:11].[Na+:24].[OH-:23]>>[NH:1]([CH2:2][CH2:3][CH2:4][CH2:5][CH2:6][CH2:7][CH2:8][C:9](=[O:10])[OH:11])[S:19]([c:16]1[cH:15][cH:14][c:13]([Br:12])[cH:18][cH:17]1)(=[O:20])=[O:21].